Dataset: the Open Reaction Database (ORD), a public repository of structured organic reaction records. Task: describe an organic reaction: reactants, conditions, products, and yield Product: C(=O)(OC(C)(C)C)N[C@@H](C(C)C)C(=O)O (N-BOC-L-valine). The reactants are N[C@@H](CC1=CNC2=CC=CC=C12)C(=O)O (tryptophane), C(CS)S (1,2-ethanedithiol), ( m ), ( b ), N[C@@H](CCC(N)=O)C(=O)O (glutamine), N[C@@H](CCC(N)=O)C(=O)O (glutamine), N[C@@H]([C@@H](C)CC)C(=O)O (isoleucine), 1-hydroxybenzotriazole ester, carboxamide, N[C@@H]([C@H](O)C)C(=O)O (threonine), tert-butoxycarbonyl, amino acids, N1[C@H](C(=O)O)CCC1 (proline). Procedure details: A larger excess of 6 to 8 equivalents is used in the coupling of steps (h) and (m) with the tert-butoxycarbonyl-protected amino acids aparagine, glutamine, isoleucine, proline, and threonine. In the cycles following addition of a tryptophane residue, 2% 1,2-ethanedithiol (FLUKA) is added to the deprotection steps (a) and (b) in order to prevent the oxidation of the indole ring. Dehydration of the carboxamide function of glutamine is minimized by preforming the 1-hydroxybenzotriazole ester (0°, 1... RXN SMILES: N[C@H]([C:8]([OH:10])=[O:9])CCC(=O)N.[NH2:11][C@H:12]([C:17]([OH:19])=[O:18])[C@H:13]([CH2:15]C)[CH3:14].N1CCC[C@H]1C(O)=O.N[C@H](C(O)=O)[C@@H](C)O.N[C@H](C(O)=O)[CH2:38][C:39]1[C:47]2C(=CC=CC=2)N[CH:40]=1.C(S)CS>>[C:8]([NH:11][C@H:12]([C:17]([OH:19])=[O:18])[CH:13]([CH3:14])[CH3:15])([O:10][C:39]([CH3:47])([CH3:40])[CH3:38])=[O:9]. Reactants: CCO, CCOC(C)=O, Cn1c(=O)c(-c2c(Cl)ccc([N+](=O)[O-])c2Cl)cc2cnccc21, Cl, [K+], [K+], O=C([O-])[O-]. The product is Cn1c(=O)c(-c2c(Cl)ccc(N)c2Cl)cc2cnccc21. As a reaction SMILES: [CH3:30][CH2:31][OH:32].[CH3:34][CH2:35][O:36][C:37]([CH3:38])=[O:39].[Cl:1][c:2]1[c:3](-[c:12]2[c:13](=[O:23])[n:14]([CH3:22])[c:15]3[cH:16][cH:17][n:18][cH:19][c:20]3[cH:21]2)[c:4]([Cl:11])[cH:5][cH:6][c:7]1[N+:8]([O-:9])=[O:10].[ClH:33].[K+:24].[K+:25].[O-:26][C:27]([O-:28])=[O:29]>>[Cl:1][c:2]1[c:3](-[c:12]2[c:13](=[O:23])[n:14]([CH3:22])[c:15]3[cH:16][cH:17][n:18][cH:19][c:20]3[cH:21]2)[c:4]([Cl:11])[cH:5][cH:6][c:7]1[NH2:8].